This data is from the Open Reaction Database (ORD), a public repository of structured organic reaction records. The task is: describe an organic reaction: reactants, conditions, products, and yield Starting materials: FC1=C(C=C(C=C1)C)B(O)O (2-fluoro-5-methylphenylboronic acid), ClC1=NN(C2=CN=C(C=C21)C=2C=NN(C2)C)C2OCCCC2 (3-chloro-5-(1-methyl-1H-pyrazol-4-yl)-1-(tetrahydro-2H-pyran-2-yl)-1H-pyrazolo[3,4-c]pyridine). The product is FC1=C(C=C(C=C1)C)C1=NNC2=CN=C(C=C21)C=2C=NN(C2)C (3-(2-fluoro-5-methylphenyl)-5-(1-methyl-1H-pyrazol-4-yl)-1H-pyrazolo[3,4-c]pyridine). The yield is 21.3%. As a reaction SMILES: [F:1][C:2]1[CH:7]=[CH:6][C:5]([CH3:8])=[CH:4][C:3]=1B(O)O.Cl[C:13]1[C:21]2[C:16](=[CH:17][N:18]=[C:19]([C:22]3[CH:23]=[N:24][N:25]([CH3:27])[CH:26]=3)[CH:20]=2)[N:15](C2CCCCO2)[N:14]=1>>[F:1][C:2]1[CH:7]=[CH:6][C:5]([CH3:8])=[CH:4][C:3]=1[C:13]1[C:21]2[C:16](=[CH:17][N:18]=[C:19]([C:22]3[CH:23]=[N:24][N:25]([CH3:27])[CH:26]=3)[CH:20]=2)[NH:15][N:14]=1. Procedure: Following the procedures in Example 172, 2-fluoro-5-methylphenylboronic acid and 3-chloro-5-(1-methyl-1H-pyrazol-4-yl)-1-(tetrahydro-2H-pyran-2-yl)-1H-pyrazolo[3,4-c]pyridine were reacted and deprotected to give 205 as a white solid (21.3% over two steps). 1H NMR (400 MHz, DMSO) 6 (400 MHz, DMSO) δ 13.86 (s, 1H), 9.05 (s, 1H), 8.25 (s, 1H), 7.98 (s, 1H), 7.88 (d, J=2.7 Hz, 1H), 7.63 (d, J=6.3 Hz, 1H), 7.36-7.27 (m, 2H), 3.88 (s, 3H), 2.40 (s, 3H). LC/MS: m/z 308.0 [M+1] Starting materials: ClC1=NC=C(C(=O)NC2=CC(=C(C=C2)Cl)NC(C2=CC=C(C=C2)F)=O)C=C1 (6-chloro-N-(4-chloro-3-(4-fluorobenzamido)phenyl)nicotinamide), C(C)N1CCNCC1 (1-ethylpiperazin). The product is ClC1=C(C=C(C=C1)NC(C1=CN=C(C=C1)N1CCN(CC1)CC)=O)NC(C1=CC=C(C=C1)F)=O (N-(4-chloro-3-(4-fluorobenzamido)phenyl)-6-(4-ethylpiperazin-1-yl)nicotinamide). As a reaction SMILES: Cl[C:2]1[CH:27]=[CH:26][C:5]([C:6]([NH:8][C:9]2[CH:14]=[CH:13][C:12]([Cl:15])=[C:11]([NH:16][C:17](=[O:25])[C:18]3[CH:23]=[CH:22][C:21]([F:24])=[CH:20][CH:19]=3)[CH:10]=2)=[O:7])=[CH:4][N:3]=1.[CH2:28]([N:30]1[CH2:35][CH2:34][NH:33][CH2:32][CH2:31]1)[CH3:29]>>[Cl:15][C:12]1[CH:13]=[CH:14][C:9]([NH:8][C:6](=[O:7])[C:5]2[CH:26]=[CH:27][C:2]([N:33]3[CH2:34][CH2:35][N:30]([CH2:28][CH3:29])[CH2:31][CH2:32]3)=[N:3][CH:4]=2)=[CH:10][C:11]=1[NH:16][C:17](=[O:25])[C:18]1[CH:23]=[CH:22][C:21]([F:24])=[CH:20][CH:19]=1. Reported procedure: 6-chloro-N-(4-chloro-3-(4-fluorobenzamido)phenyl)nicotinamide (0.17 mmol) was used in general procedure 3 with 1-ethylpiperazin (0.868 mmol). The product was purified by RP-HPLC to give N-(4-chloro-3-(4-fluorobenzamido)phenyl)-6-(4-ethylpiperazin-1-yl)nicotinamide. MS (Q1) 482.3 (M)+